describe an organic reaction: reactants, conditions, products, and yield From a dataset of the Open Reaction Database (ORD), a public repository of structured organic reaction records. The reactants are OC=1C(=CC2=C(CCN(CC2)CC2=CC=CC=C2)N1)C(=O)OCC (2-hydroxy-3-ethoxycarbonyl-7-benzyl-6,7,8,9-tetrahydro-5H-pyrido[2,3-d]azepine), Cl (hydrochloric acid). Product: Cl.Cl.OC=1C=CC2=C(CCN(CC2)CC2=CC=CC=C2)N1 (2-Hydroxy-7-benzyl-6,7,8,9-tetrahydro-5H-pyrido[2,3-d]azepine dihydrochloride). Reaction SMILES: [OH:1][C:2]1[C:3](C(OCC)=O)=[CH:4][C:5]2[CH2:11][CH2:10][N:9]([CH2:12][C:13]3[CH:18]=[CH:17][CH:16]=[CH:15][CH:14]=3)[CH2:8][CH2:7][C:6]=2[N:19]=1.[ClH:25]>>[ClH:25].[ClH:25].[OH:1][C:2]1[CH:3]=[CH:4][C:5]2[CH2:11][CH2:10][N:9]([CH2:12][C:13]3[CH:14]=[CH:15][CH:16]=[CH:17][CH:18]=3)[CH2:8][CH2:7][C:6]=2[N:19]=1 |f:2.3.4|. Procedure: Prepared from 2-hydroxy-3-ethoxycarbonyl-7-benzyl-6,7,8,9-tetrahydro-5H-pyrido[2,3-d]azepine by treatment with hydrochloric acid at 180° C. Reactants: ClCOC([C@@H](NC(=O)OC(C)(C)C)[C@@H](C)CC)=O (N-BOC-L-isoleucine chloromethyl ester), [I-].[Na+] (sodium iodide). Run in C(C)#N (acetonitrile). Conditions: temperature 60 celsius, time 4 hour. Yields the product ICOC([C@@H](NC(=O)OC(C)(C)C)[C@@H](C)CC)=O (N-BOC-L-isoleucine iodomethyl ester). Yield: 87.0%. As a reaction SMILES: Cl[CH2:2][O:3][C:4](=[O:18])[C@H:5]([C@H:14]([CH2:16][CH3:17])[CH3:15])[NH:6][C:7]([O:9][C:10]([CH3:13])([CH3:12])[CH3:11])=[O:8].[I-:19].[Na+]>C(#N)C>[I:19][CH2:2][O:3][C:4](=[O:18])[C@H:5]([C@H:14]([CH2:16][CH3:17])[CH3:15])[NH:6][C:7]([O:9][C:10]([CH3:13])([CH3:12])[CH3:11])=[O:8] |f:1.2|. Reported procedure: To a solution of N-BOC-L-isoleucine chloromethyl ester (19.6 g, 70 mmol) in acetonitrile (300 mL), was added sodium iodide (31.5 g, 210 mmol). The solution was stirred for 4 h at 60° C. The resulting suspension was filtered and the filtrate was evaporated. The residue was dissolved in CH2Cl2 and washed with aqueous sodium thiosulfate (0.1 M). The organic phase was dried (Na2SO4) and concentrated under reduced pressure. The crude product was column chromatographed (silica gel, 2% MeOH in CH2Cl2),... Starting materials: [Al+3], [H-], [H-], [H-], [H-], [Li+], C1CCOC1, O=C1CCc2[nH]c3cnc(-c4ccccc4)nc3c2C1. The product is OC1CCc2[nH]c3cnc(-c4ccccc4)nc3c2C1. RXN SMILES: [Al+3:22].[H-:21].[H-:24].[H-:25].[H-:26].[Li+:23].[O:27]1[CH2:28][CH2:29][CH2:30][CH2:31]1.[c:1]1(-[c:7]2[n:8][cH:9][c:10]3[c:11]([n:12]2)[c:13]2[c:18]([nH:19]3)[CH2:17][CH2:16][C:15](=[O:20])[CH2:14]2)[cH:2][cH:3][cH:4][cH:5][cH:6]1>>[c:1]1(-[c:7]2[n:8][cH:9][c:10]3[c:11]([n:12]2)[c:13]2[c:18]([nH:19]3)[CH2:17][CH2:16][CH:15]([OH:20])[CH2:14]2)[cH:2][cH:3][cH:4][cH:5][cH:6]1. Reactants: C(CCC)[Li] (n-butyllithium), FC1=C(C=CC(=C1)F)Br (2,4-difluorobromobenzene), N1N=CN=C1 (1,2,4-Triazole), C([O-])([O-])=O.[K+].[K+] (potassium carbonate), BrCC(C(F)(F)F)=O (1-bromo-3,3,3-trifluoropropan-2-one). Run in C(C)OCC (diethylether), CCCCCC (hexane), C(C)OCC (diethylether), C(C)(=O)O (acetic acid), O (water), O (water), C(C)OCC (diethylether), C(C)OCC (diethylether). Run at temperature -78 celsius, time 15 minute. Product: FC1=C(C=CC(=C1)F)C(CN1N=CN=C1)(C(F)(F)F)O (2-(2,4-Difluorophenyl)-1-(1H-1,2,4-triazol-1-yl)-3,3,3-trifluoropropan-2-ol). RXN SMILES: C([Li])CCC.[F:6][C:7]1[CH:12]=[C:11]([F:13])[CH:10]=[CH:9][C:8]=1Br.Br[CH2:16][C:17](=[O:22])[C:18]([F:21])([F:20])[F:19].[NH:23]1[CH:27]=[N:26][CH:25]=[N:24]1.C(=O)([O-])[O-].[K+].[K+]>C(OCC)C.O.C(O)(=O)C.CCCCCC>[F:6][C:7]1[CH:12]=[C:11]([F:13])[CH:10]=[CH:9][C:8]=1[C:17]([OH:22])([C:18]([F:21])([F:20])[F:19])[CH2:16][N:23]1[CH:27]=[N:26][CH:25]=[N:24]1 |f:4.5.6|. Procedure details: A hexane solution of n-butyllithium (1.55M, 9.6 ml, 14.9 mmole) was added to diethylether (6 ml) and the solution was cooled to -78° C. A solution of 2,4-difluorobromobenzene (3.03 g, 15.7 mmole) in diethylether (100 ml) was added dropwise over 15 minutes and the mixture was stirred at -78° C. for a further 15 minutes. A solution of 1-bromo-3,3,3-trifluoropropan-2-one (2.4 g, 12.6 mmole) in diethylether (100 ml) was then added dropwise over 15 minutes and the mixture was stirred at -78° C. for a... RXN SMILES: [Cl-:22].[ClH:26].[N:1]([O-:2])=[O:3].[NH2:5][c:6]1[cH:7][cH:8][c:9]([C:12]2=[N:17][NH:16][C:15](=[O:18])[NH:14][CH:13]2[CH3:19])[cH:10][cH:11]1.[Na+:24].[Na+:4].[OH-:23].[OH2:20].[OH2:21].[OH2:25]>>[ClH:22].[NH2:1][NH:5][c:6]1[cH:7][cH:8][c:9]([C:12]2=[N:17][NH:16][C:15](=[O:18])[NH:14][CH:13]2[CH3:19])[cH:10][cH:11]1. Yields the product Cl, CC1NC(=O)NN=C1c1ccc(NN)cc1. Reactants: [Cl-], Cl, O=N[O-], CC1NC(=O)NN=C1c1ccc(N)cc1, [Na+], [Na+], [OH-], O, O, O. Starting materials: ClC1=CC=C(C=C1)C1=C2CC(NC2=CC=C1)=O (4-(4-chloro-phenyl)-1,3-dihydro-indol-2-one), C(C)N(CCNC(=O)C1=CNC(=C1C)C=O)CC (5-formyl-4-methyl-1H-pyrrole-3-carboxylic acid (2-diethylamino-ethyl)-amide). Reagents/catalysts: N1CCCCC1 (piperidine). Run in C(C)O (ethanol). Conditions: time 3 day. Product: C(C)N(CCNC(=O)C1=CNC(=C1C)C=C1C(NC2=CC=CC(=C12)C1=CC=C(C=C1)Cl)=O)CC (5-[4-(4-chloro-phenyl)-2-oxo-1,2-dihydro-indol-3-ylidenemethyl]-4-methyl-1H-pyrrole-3-carboxylic acid (2-diethylamino-ethyl)-amide). The yield is 64.2%. RXN SMILES: [Cl:1][C:2]1[CH:7]=[CH:6][C:5]([C:8]2[CH:16]=[CH:15][CH:14]=[C:13]3[C:9]=2[CH2:10][C:11](=[O:17])[NH:12]3)=[CH:4][CH:3]=1.[CH2:18]([N:20]([CH2:34][CH3:35])[CH2:21][CH2:22][NH:23][C:24]([C:26]1[C:30]([CH3:31])=[C:29]([CH:32]=O)[NH:28][CH:27]=1)=[O:25])[CH3:19]>C(O)C.N1CCCCC1>[CH2:34]([N:20]([CH2:18][CH3:19])[CH2:21][CH2:22][NH:23][C:24]([C:26]1[C:30]([CH3:31])=[C:29]([CH:32]=[C:10]2[C:9]3[C:13](=[CH:14][CH:15]=[CH:16][C:8]=3[C:5]3[CH:4]=[CH:3][C:2]([Cl:1])=[CH:7][CH:6]=3)[NH:12][C:11]2=[O:17])[NH:28][CH:27]=1)=[O:25])[CH3:35]. Reported procedure: To a solution of 4-(4-chloro-phenyl)-1,3-dihydro-indol-2-one (60.9 mg, 0.25 mmol) and 5-formyl-4-methyl-1H-pyrrole-3-carboxylic acid (2-diethylamino-ethyl)-amide (65.3 mg, 0.26 mmol) in ethanol (2 mL) was added piperidine (3 drops). The reaction mixture was stirred at room temperature for three days. A yellow solid product was precipitated out, filtered, washed by ethanol for three times, and dried under high vacuum to provide pure product 5-[4-(4-chloro-phenyl)-2-oxo-1,2-dihydro-indol-3-ylidene... Reactants: CS(=O)(=O)Cl (methanesulfonyl chloride), C1(CCCCC1)CC(CO)CCCC (2-(cyclohexylmethyl)hexan-1-ol), O (water). The solvent is N1=CC=CC=C1 (pyridine). Yields the product CS(=O)(=O)OCC(CCCC)CC1CCCCC1 (2-(cyclohexylmethyl)hex-1-yl methanesulfonate). RXN SMILES: [CH:1]1([CH2:7][CH:8]([CH2:11][CH2:12][CH2:13][CH3:14])[CH2:9][OH:10])[CH2:6][CH2:5][CH2:4][CH2:3][CH2:2]1.[CH3:15][S:16](Cl)(=[O:18])=[O:17].O>N1C=CC=CC=1>[CH3:15][S:16]([O:10][CH2:9][CH:8]([CH2:7][CH:1]1[CH2:6][CH2:5][CH2:4][CH2:3][CH2:2]1)[CH2:11][CH2:12][CH2:13][CH3:14])(=[O:18])=[O:17]. Procedure: A solution of 2-(cyclohexylmethyl)hexan-1-ol (1.3 g) in 10 ml of dry pyridine under nitrogen was cooled to 0° C. and treated dropwise with stirring with 1.0 g of methanesulfonyl chloride. After 1 hour the mixture was poured into water and extracted with ethyl acetate. The extracts were washed twice with dilute hydrochloric acid, once with brine and dried (MgSO4). Evaporation of the solvent gave an oil, 2-(cyclohexylmethyl)hex-1-yl methanesulfonate, which was used directly in the next step.